From a dataset of the Open Reaction Database (ORD), a public repository of structured organic reaction records. describe an organic reaction: reactants, conditions, products, and yield Reactants: CO, COC(=O)CC1CC(NC(=O)c2nn(C(C)C)c3ccccc23)CN1C(=O)OC(C)(C)C, Cl, [Na+], [OH-]. Product: CC(C)n1nc(C(=O)NC2CC(CC(=O)O)N(C(=O)OC(C)(C)C)C2)c2ccccc21. RXN SMILES: [CH3:36][OH:37].[CH:1]([CH3:2])([CH3:3])[n:4]1[n:5][c:6]([C:13](=[O:14])[NH:15][CH:16]2[CH2:17][CH:18]([CH2:28][C:29](=[O:30])[O:31][CH3:32])[N:19]([C:21](=[O:22])[O:23][C:24]([CH3:25])([CH3:26])[CH3:27])[CH2:20]2)[c:7]2[cH:8][cH:9][cH:10][cH:11][c:12]12.[ClH:35].[Na+:34].[OH-:33]>>[CH:1]([CH3:2])([CH3:3])[n:4]1[n:5][c:6]([C:13](=[O:14])[NH:15][CH:16]2[CH2:17][CH:18]([CH2:28][C:29](=[O:30])[OH:31])[N:19]([C:21](=[O:22])[O:23][C:24]([CH3:25])([CH3:26])[CH3:27])[CH2:20]2)[c:7]2[cH:8][cH:9][cH:10][cH:11][c:12]12. Reactants: C(CCC)[Li] (butyllithium), BrC=1N=C(N(C1Br)CC(=O)N1CCN(CC1)C1=NC=CC=N1)C1=CC=CC=C1 (2-(4,5-dibromo-2-phenyl-imidazol-1-yl)-1-(4-pyrimidin-2-yl-piperazin-1-yl)-ethanone), O (water), O (water). Solvent: C1CCOC1 (THF), C1CCOC1 (THF). Conditions: temperature -78 celsius, time 2 hour. The product is BrC=1N=C(N(C1)CC(=O)N1CCN(CC1)C1=NC=CC=N1)C1=CC=CC=C1 (2-(4-bromo-2-phenyl-imidazol-1-yl)-1-(4-pyrimidin-2-yl-piperazin-1-yl)-ethanone). The yield is 17.1%. Reaction SMILES: C([Li])CCC.[Br:6][C:7]1[N:8]=[C:9]([C:28]2[CH:33]=[CH:32][CH:31]=[CH:30][CH:29]=2)[N:10]([CH2:13][C:14]([N:16]2[CH2:21][CH2:20][N:19]([C:22]3[N:27]=[CH:26][CH:25]=[CH:24][N:23]=3)[CH2:18][CH2:17]2)=[O:15])[C:11]=1Br.O>C1COCC1>[Br:6][C:7]1[N:8]=[C:9]([C:28]2[CH:33]=[CH:32][CH:31]=[CH:30][CH:29]=2)[N:10]([CH2:13][C:14]([N:16]2[CH2:17][CH2:18][N:19]([C:22]3[N:27]=[CH:26][CH:25]=[CH:24][N:23]=3)[CH2:20][CH2:21]2)=[O:15])[CH:11]=1. Reported procedure: 9.4 mL 2.5 mol/L butyllithium solution in THF was added dropwise to 11.8 g 2-(4,5-dibromo-2-phenyl-imidazol-1-yl)-1-(4-pyrimidin-2-yl-piperazin-1-yl)-ethanone in 150 mL THF at −78° C. under argon. The reaction mixture was stirred 2 h at −78° C. followed by careful and dropwise addition of water to the mixture. The resulting mixture was stirred 30 min at −78° C. and then again water was added at 0° C. The mixture was extracted with ethyl acetate. The organic layer was dried and evaporated. The re...